From a dataset of the Open Reaction Database (ORD), a public repository of structured organic reaction records. describe an organic reaction: reactants, conditions, products, and yield Starting materials: CC(O)=S, C1CCOC1, CC(C)OC(=O)N=NC(=O)OC(C)C, O, C=CCOC(=O)c1ccc(CO)cc1, c1ccc(P(c2ccccc2)c2ccccc2)cc1. Product: C=CCOC(=O)c1ccc(CSC(C)=O)cc1. Reaction SMILES: [C:48]([CH3:49])(=[S:50])[OH:51].[CH2:52]1[O:53][CH2:54][CH2:55][CH2:56]1.[O:20]=[C:21]([O:22][CH:23]([CH3:24])[CH3:25])[N:26]=[N:27][C:28]([O:29][CH:30]([CH3:31])[CH3:32])=[O:33].[OH2:57].[OH:34][CH2:35][c:36]1[cH:37][cH:38][c:39]([C:40](=[O:41])[O:42][CH2:43][CH:44]=[CH2:45])[cH:46][cH:47]1.[c:1]1([P:2]([c:3]2[cH:4][cH:5][cH:6][cH:7][cH:8]2)[c:9]2[cH:10][cH:11][cH:12][cH:13][cH:14]2)[cH:15][cH:16][cH:17][cH:18][cH:19]1>>[CH2:35]([c:36]1[cH:37][cH:38][c:39]([C:40](=[O:41])[O:42][CH2:43][CH:44]=[CH2:45])[cH:46][cH:47]1)[S:50][C:48]([CH3:49])=[O:51]. The reactants are CN1C(=NC=C1[N+](=O)[O-])S(=O)(=O)C (1-methyl-2-methylsulphonyl-5-nitro-imidazole), SC=1N(C=CN1)C (2-mercapto-1-methyl-imidazole), [H-].[Na+] (sodium hydride). Run in CN(C=O)C (dimethylformamide), CN(C=O)C (dimethylformamide), CN(C=O)C (dimethylformamide). Product: CN1C(=NC=C1)SC=1N(C(=CN1)[N+](=O)[O-])C (1-methyl-2-[(1-methyl-5-nitro-2-imidazolyl)mercapto]-imidazole). RXN SMILES: [SH:1][C:2]1[N:3]([CH3:7])[CH:4]=[CH:5][N:6]=1.[H-].[Na+].[CH3:10][N:11]1[C:15]([N+:16]([O-:18])=[O:17])=[CH:14][N:13]=[C:12]1S(C)(=O)=O>CN(C)C=O>[CH3:7][N:3]1[CH:4]=[CH:5][N:6]=[C:2]1[S:1][C:12]1[N:11]([CH3:10])[C:15]([N+:16]([O-:18])=[O:17])=[CH:14][N:13]=1 |f:1.2|. Procedure: A solution of 11.4 g of 2-mercapto-1-methyl-imidazole in 60 ml of dimethylformamide is added dropwise over the course of 15 minutes to a suspension of 4.8 g of 50% strength sodium hydride in 100 ml of dimethylformamide at 20° to 30° C, whilst stirring. The resulting solution is then added dropwise over the course of 30 minutes to a solution of 20.5 g of 1-methyl-2-methylsulphonyl-5-nitro-imidazole in 80 ml of dimethylformamide at 20° to 30° C whilst stirring. Thereafter the reaction mixture is s... The reactants are O=c1ccn(C2OC(CO)C(O)C2F)c(=O)[nH]1, [K+], [K+], [K+], [K+], [K+], [N-]=[N+]=[N-], CSc1nc(N)nc2nc[nH]c12, [OH-], O=P([O-])([O-])[O-]. Product: CSc1nc(N)nc2c1ncn2C1OC(CO)C(O)C1F. Reaction SMILES: [F:13][CH:14]1[CH:15]([n:22]2[cH:23][cH:24][c:25](=[O:26])[nH:27][c:28]2=[O:29])[O:16][CH:17]([CH2:20][OH:21])[CH:18]1[OH:19].[K+:33].[K+:35].[K+:41].[K+:42].[K+:43].[N-:30]=[N+:31]=[N-:32].[NH2:1][c:2]1[n:3][c:4]([S:11][CH3:12])[c:5]2[nH:6][cH:7][n:8][c:9]2[n:10]1.[OH-:34].[P:36]([O-:37])([O-:38])([O-:39])=[O:40]>>[NH2:1][c:2]1[n:3][c:4]([S:11][CH3:12])[c:5]2[n:6][cH:7][n:8]([CH:15]3[CH:14]([F:13])[CH:18]([OH:19])[CH:17]([CH2:20][OH:21])[O:16]3)[c:9]2[n:10]1. The reactants are COC(=O)C1N(CC(CC1)(C)O)S(=O)(=O)C1=CC=C(C=C1)OCC1=CC=CC=C1 (1-(4-benzyloxy-benzenesulfonyl)-5-hydroxy-5-methyl-piperidine-2-carboxylic acid methyl ester), C1(=CC=C(C=C1)S(=O)(=O)O)C (p-toluenesulfonic acid), C1(=CC=CC=C1)C (toluene). Solvent: C(C)(=O)OCC (ethyl acetate). Conditions: temperature 90 celsius. The product is C(C1=CC=CC=C1)OC1=CC=C(C=C1)S(=O)(=O)N1C2C(OC(C1)(CC2)C)=O (5-(4-Benzyloxy-benzenesulfonyl)-1-methyl-2-oxa-5-aza-bicyclo[2.2.2]octan-3-one). Yield: 82.1%. Reaction SMILES: C[O:2][C:3]([CH:5]1[CH2:10][CH2:9][C:8]([OH:12])([CH3:11])[CH2:7][N:6]1[S:13]([C:16]1[CH:21]=[CH:20][C:19]([O:22][CH2:23][C:24]2[CH:29]=[CH:28][CH:27]=[CH:26][CH:25]=2)=[CH:18][CH:17]=1)(=[O:15])=[O:14])=O.C1(C)C=CC(S(O)(=O)=O)=CC=1.C1(C)C=CC=CC=1>C(OCC)(=O)C>[CH2:23]([O:22][C:19]1[CH:20]=[CH:21][C:16]([S:13]([N:6]2[CH2:7][C:8]3([CH3:11])[CH2:9][CH2:10][CH:5]2[C:3](=[O:2])[O:12]3)(=[O:14])=[O:15])=[CH:17][CH:18]=1)[C:24]1[CH:25]=[CH:26][CH:27]=[CH:28][CH:29]=1. Reported procedure: A mixture of 1-(4-benzyloxy-benzenesulfonyl)-5-hydroxy-5-methyl-piperidine-2-carboxylic acid methyl ester (0.047 g, 0.11 mmol), p-toluenesulfonic acid (0.010 g, 0.05 mmol) and toluene (2.0 mL) was heated to 90° C. for 2 h. After cooling to room temperature, the mixture was diluted with ethyl acetate, washed with saturated aqueous NaHCO3, dried over Na2SO4, filtered and concentrated in vacuo, giving 0.035 g of 5-(4-Benzyloxy-benzenesulfonyl)-1-methyl-2-oxa-5-aza-bicyclo[2.2.2]octan-3-one as a col... Starting materials: CN(C)C1(C#N)CCCC1, CNCc1ccccc1, N#C[K], O=C1CCCC1, O. The product is CN(Cc1ccccc1)C1(C#N)CCCC1. Reaction SMILES: [CH3:19][N:20]([C:21]1([C:26]#[N:27])[CH2:22][CH2:23][CH2:24][CH2:25]1)[CH3:28].[CH3:1][NH:2][CH2:3][c:4]1[cH:5][cH:6][cH:7][cH:8][cH:9]1.[K:16][C:17]#[N:18].[O:10]=[C:11]1[CH2:12][CH2:13][CH2:14][CH2:15]1.[OH2:29]>>[CH3:1][N:2]([CH2:3][c:4]1[cH:5][cH:6][cH:7][cH:8][cH:9]1)[C:21]1([C:26]#[N:27])[CH2:22][CH2:23][CH2:24][CH2:25]1.